Dataset: the Open Reaction Database (ORD), a public repository of structured organic reaction records. Task: describe an organic reaction: reactants, conditions, products, and yield The reactants are BrC1=CC(=C(C=C1)S(=O)(=O)NC)C(F)(F)F (4-bromo-N-methyl-2 (trifluoromethyl)benzenesulfonamide), C(#N)C1=CC=C(N1C)B(O)O (5-cyano-1-methyl-1H-pyrrol-2-ylboronic acid), [F-].[K+] (potassium fluoride). The reagents and catalysts are C=1C=CC(=CC1)/C=C/C(=O)/C=C/C2=CC=CC=C2.C=1C=CC(=CC1)/C=C/C(=O)/C=C/C2=CC=CC=C2.C=1C=CC(=CC1)/C=C/C(=O)/C=C/C2=CC=CC=C2.[Pd].[Pd] (tris(dibenzylideneacetone)dipalladium(0)), C(C)(C)(C)P(C(C)(C)C)C(C)(C)C (Tri-t-butylphosphine). Run at time 16 hour. The product is C(#N)C1=CC=C(N1C)C1=CC(=C(C=C1)S(=O)(=O)NC)C(F)(F)F (4-(5-cyano-1-methyl-1H-pyrrol-2-yl)-N-methyl-2-(trifluoromethyl)benzenesulfonamide). Yield: 46.8%. Reaction SMILES: Br[C:2]1[CH:7]=[CH:6][C:5]([S:8]([NH:11][CH3:12])(=[O:10])=[O:9])=[C:4]([C:13]([F:16])([F:15])[F:14])[CH:3]=1.[C:17]([C:19]1[N:23]([CH3:24])[C:22](B(O)O)=[CH:21][CH:20]=1)#[N:18].[F-].[K+]>C1C=CC(/C=C/C(/C=C/C2C=CC=CC=2)=O)=CC=1.C1C=CC(/C=C/C(/C=C/C2C=CC=CC=2)=O)=CC=1.C1C=CC(/C=C/C(/C=C/C2C=CC=CC=2)=O)=CC=1.[Pd].[Pd].C(P(C(C)(C)C)C(C)(C)C)(C)(C)C>[C:17]([C:19]1[N:23]([CH3:24])[C:22]([C:2]2[CH:7]=[CH:6][C:5]([S:8]([NH:11][CH3:12])(=[O:10])=[O:9])=[C:4]([C:13]([F:16])([F:15])[F:14])[CH:3]=2)=[CH:21][CH:20]=1)#[N:18] |f:2.3,4.5.6.7.8|. Reported procedure: According to general procedure B, 4-bromo-N-methyl-2 (trifluoromethyl)benzenesulfonamide (178 mg, 0.56 mmol), 5-cyano-1-methyl-1H-pyrrol-2-ylboronic acid (100 mg, 0.67 mmol), potassium fluoride (107 mg, 1.85 mmol), and tris(dibenzylideneacetone)dipalladium(0) (14 mg, 0.01 mmol) were placed in an oven dried flask under nitrogen and dry THF (1.4 mL) was added. Tri-t-butylphosphine (83 μL, 0.02 mmol, 10 wt % in hexane) was added and the reaction was stirred for 16 hours. 4-(5-cyano-1-methyl-1H-pyrr...